Dataset: the Open Reaction Database (ORD), a public repository of structured organic reaction records. Task: describe an organic reaction: reactants, conditions, products, and yield Reactants: C1(=CC=CC=C1)COC(CN(CC(OCC1=CC=CC=C1)=O)C1=CC(=C(C=C1)OC(CCCCCCCCC)=O)OC(CCCCCCCCC)=O)=O (N-[3,4-bis[(1-oxodecyl)oxy]phenyl]-N-[2-oxo-2-(phenylmethoxy)ethyl]glycine phenylmethyl ester), [H][H] (hydrogen). The reagents and catalysts are [Pd] (palladium on carbon). Solvent: C(C)(=O)OCC (ethyl acetate), C1CCOC1 (THF). Run at time 10 hour. Yields the product C(=O)(O)CN(CC(=O)O)C1=CC(=C(C=C1)OC(CCCCCCCCC)=O)OC(CCCCCCCCC)=O (N-(carboxymethyl)-N-[3,4-bis[(1-oxodecyl)oxy]phenyl]glycine). The yield is 78.5%. Reaction SMILES: C1(C[O:8][C:9](=[O:53])[CH2:10][N:11]([C:23]2[CH:28]=[CH:27][C:26]([O:29][C:30](=[O:40])[CH2:31][CH2:32][CH2:33][CH2:34][CH2:35][CH2:36][CH2:37][CH2:38][CH3:39])=[C:25]([O:41][C:42](=[O:52])[CH2:43][CH2:44][CH2:45][CH2:46][CH2:47][CH2:48][CH2:49][CH2:50][CH3:51])[CH:24]=2)[CH2:12][C:13](=[O:22])[O:14]CC2C=CC=CC=2)C=CC=CC=1.[H][H]>[Pd].C(OCC)(=O)C.C1COCC1>[C:13]([CH2:12][N:11]([C:23]1[CH:28]=[CH:27][C:26]([O:29][C:30](=[O:40])[CH2:31][CH2:32][CH2:33][CH2:34][CH2:35][CH2:36][CH2:37][CH2:38][CH3:39])=[C:25]([O:41][C:42](=[O:52])[CH2:43][CH2:44][CH2:45][CH2:46][CH2:47][CH2:48][CH2:49][CH2:50][CH3:51])[CH:24]=1)[CH2:10][C:9]([OH:53])=[O:8])([OH:22])=[O:14]. Procedure details: A mixture of 2.2 g of N-[3,4-bis[(1-oxodecyl)oxy]phenyl]-N-[2-oxo-2-(phenylmethoxy)ethyl]glycine phenylmethyl ester and 0.5 g of 10% palladium on carbon in 20 ml of ethyl acetate and 30 ml of THF was stirred in a hydrogen atmosphere at room temperature until uptake ceased after 10 hours. The catalyst was removed by filtration and the filtrate was concentrated at reduced pressure to a semisolid which was crystallized from ethyl acetate-hexane to give 1.3 g (78% yield, mp 131°-133°) of N-(carboxym... The reactants are OC=1C=C2C=CNC2=CC1 (5-hydroxyindole), C(C1=CC=CC=C1)N1CCC(CC1)=O (1-benzyl-4-piperidone). Run in C(C)(=O)O (acetic acid). The product is C1(=CC=CC=C1)CN1CCC(=CC1)C1=CNC2=CC=C(C=C12)O (3-[1,2,3,6-Tetrahydro-1-(phenylmethyl)-4-pyridinyl]-1H-indol-5-ol). As a reaction SMILES: [OH:1][C:2]1[CH:3]=[C:4]2[C:8](=[CH:9][CH:10]=1)[NH:7][CH:6]=[CH:5]2.[CH2:11]([N:18]1[CH2:23][CH2:22][C:21](=O)[CH2:20][CH2:19]1)[C:12]1[CH:17]=[CH:16][CH:15]=[CH:14][CH:13]=1>C(O)(=O)C>[C:12]1([CH2:11][N:18]2[CH2:19][CH:20]=[C:21]([C:5]3[C:4]4[C:8](=[CH:9][CH:10]=[C:2]([OH:1])[CH:3]=4)[NH:7][CH:6]=3)[CH2:22][CH2:23]2)[CH:17]=[CH:16][CH:15]=[CH:14][CH:13]=1. Procedure: A mixture of 5-hydroxyindole (0.66 g) and 1-benzyl-4-piperidone (0.95 g) in glacial acetic acid was purged with nitrogen and heated to reflux for 50 min. The mixture was concentrated in vacuo, treated with toluene and concentrated in vacuo, and the residue was purified by chromatography (silica gel, 20-30% ethanol/dichloromethane) to afford the title compound which was recrystallized from ethanol (0.4 g). mp 223-227° C. Reactants: OC1=NC=CC=C1 (2-hydroxypyridine), [H-].[Na+] (sodium hydride), BrCCCCCOC1=CC=C(OCCCCC(C(=O)OCC)(C)C)C=C1 (ethyl 6-[p-(5-bromopentyloxy)phenoxy]-2,2-dimethylhexanoate). Reaction conditions: time 15 minute. Product: N1=C(C=CC=C1)OCCCCCOC1=CC=C(OCCCCC(C(=O)OCC)(C)C)C=C1 (ethyl 6-[p-[5-(2-pyridyloxy)pentyloxy]phenoxy]-2,2-dimethylhexanoate). Yield: 39.9%. As a reaction SMILES: [OH:1][C:2]1[CH:7]=[CH:6][CH:5]=[CH:4][N:3]=1.[H-].[Na+].Br[CH2:11][CH2:12][CH2:13][CH2:14][CH2:15][O:16][C:17]1[CH:35]=[CH:34][C:20]([O:21][CH2:22][CH2:23][CH2:24][CH2:25][C:26]([CH3:33])([CH3:32])[C:27]([O:29][CH2:30][CH3:31])=[O:28])=[CH:19][CH:18]=1>>[N:3]1[CH:4]=[CH:5][CH:6]=[CH:7][C:2]=1[O:1][CH2:11][CH2:12][CH2:13][CH2:14][CH2:15][O:16][C:17]1[CH:35]=[CH:34][C:20]([O:21][CH2:22][CH2:23][CH2:24][CH2:25][C:26]([CH3:33])([CH3:32])[C:27]([O:29][CH2:30][CH3:31])=[O:28])=[CH:19][CH:18]=1 |f:1.2|. Reported procedure: To a mixture of 292 mg 2-hydroxypyridine and 5 ml N,N-diemthylformamide, was added under ice cooling 150 mg of 60% sodium hydride in oil, and the resulting mixture was stirred at room temperature for 15 minutes. The reaction mixture was again cooled in ice, 1.2 g ethyl 6-[p-(5-bromopentyloxy)phenoxy]-2,2-dimethylhexanoate was added, and the mixture was stirred at room temperature for 12 hours. The solvent was distilled off under reduced pressure, the residue was extracted with chloroform, and th...